This data is from the Open Reaction Database (ORD), a public repository of structured organic reaction records. The task is: describe an organic reaction: reactants, conditions, products, and yield Starting materials: [NH4+] (ammonium), C(=C/C(=O)C(=O)O)\C=C\O (2-Hydroxymuconic semialdehyde), O=C[C@H](O)[C@@H](O)[C@H](O)[C@H](O)CO (glucose), [N+](=O)([O-])[O-] (nitrate). The solvent is C1(=CC=CC=C1)C (toluene). Product: N1=C(C=CC=C1)C(=O)O (picolinic acid), [NH4+] (ammonium). As a reaction SMILES: O=C[C@@H]([C@H]([C@@H]([C@@H](CO)O)O)O)O.[N+:13]([O-])([O-])=O.[NH4+:17].[CH:18](/[CH:25]=[CH:26]/O)=[CH:19]\[C:20]([C:22]([OH:24])=[O:23])=O>C1(C)C=CC=CC=1>[N:17]1[CH:26]=[CH:25][CH:18]=[CH:19][C:20]=1[C:22]([OH:24])=[O:23].[NH4+:13]. Procedure details: A culture of strain CEL 2052 (ATCC 39636), growing continuously on 20 mM glucose and 8.5 mM nitrate, is induced with toluene in the absence of ammonium ions. 2-Hydroxymuconic semialdehyde is observed to accumulate rapidly at a rate which would produce 0.082 g/gdw/hr of picolinic acid if excess ammonium ions had been present. Instead, growth is inhibited immediately and the culture washes out at a dilution rate of 0.12 hr-1.